This data is from the Open Reaction Database (ORD), a public repository of structured organic reaction records. The task is: describe an organic reaction: reactants, conditions, products, and yield Reactants: CC(=O)OC(C)=O, O=CO, O, O=C(O)C1CCCN1. Yields the product O=CN1CCCC1C(=O)O. Reaction SMILES: [CH3:9][C:10](=[O:11])[O:12][C:13](=[O:14])[CH3:15].[CH:17]([OH:18])=[O:19].[OH2:16].[OH:1][C:2](=[O:3])[CH:4]1[CH2:5][CH2:6][CH2:7][NH:8]1>>[OH:1][C:2](=[O:3])[CH:4]1[CH2:5][CH2:6][CH2:7][N:8]1[CH:10]=[O:11]. The reactants are CCOCCCl, CN1CCC(c2nc3cccnc3[nH]2)CC1. Yields the product CCOCCn1c(C2CCN(C)CC2)nc2cccnc21. Reaction SMILES: [CH2:17]([CH3:18])[O:19][CH2:20][CH2:21][Cl:22].[CH3:1][N:2]1[CH2:3][CH2:4][CH:5]([c:8]2[n:9][c:10]3[c:11]([n:12][cH:13][cH:14][cH:15]3)[nH:16]2)[CH2:6][CH2:7]1>>[CH3:1][N:2]1[CH2:3][CH2:4][CH:5]([c:8]2[n:9][c:10]3[c:11]([n:12][cH:13][cH:14][cH:15]3)[n:16]2[CH2:21][CH2:20][O:19][CH2:17][CH3:18])[CH2:6][CH2:7]1. Starting materials: C(C)(C)(C)OC(=O)NCC(=O)O (N-(t-Butoxycarbonyl)glycine), O (water), C(C1=CC=CC=C1)Br (benzyl bromide), C([O-])(O)=O.[K+] (potassium bicarbonate). Run in CN(C=O)C (dimethylformamide). Run at temperature -5 celsius, time 38 hour. The product is C(C)(C)(C)OC(=O)NCC(=O)OCC1=CC=CC=C1 (N-(t-Butoxycarbonyl)glycine, benzyl ester). RXN SMILES: [C:1]([O:5][C:6]([NH:8][CH2:9][C:10]([OH:12])=[O:11])=[O:7])([CH3:4])([CH3:3])[CH3:2].[CH2:13](Br)[C:14]1[CH:19]=[CH:18][CH:17]=[CH:16][CH:15]=1.C(=O)(O)[O-].[K+].O>CN(C)C=O>[C:1]([O:5][C:6]([NH:8][CH2:9][C:10]([O:12][CH2:13][C:14]1[CH:19]=[CH:18][CH:17]=[CH:16][CH:15]=1)=[O:11])=[O:7])([CH3:4])([CH3:2])[CH3:3] |f:2.3|. Procedure: N-(t-Butoxycarbonyl)glycine (8.75 g, 0.05 mole) and benzyl bromide (9.4 g, 0.055 mole) were slurried in 20 ml of dimethylformamide and treated with 6.0 g (0.06 mole) of potassium bicarbonate under argon. After stirring for 38 hours, water was added to give a mass of chunky white solid which was filtered and washed with water. The solid was taken up in ethyl acetate, dried (sodium sulfate), evaporated to a solid, and recrystallized from 600 ml of hot hexane. Cooling to -5° C. for two hours and fi... Procedure details: A solution of 2.7 g of cis and trans ethyl 1-ethoxycarbonyl-3-(diethylphosphonomethyl)pyrrolidine-2-carboxylate is heated under reflux with 6N hydrochloric acid for 6 hours to yield 3-(phosphonomethyl)pyrrolidine-2-carboxylic acid hydrochloride; NMR (D2O): 4.78, 4.40, 3.95, 3.83, 3.72, 3.20, 3.01, 2.78, 2.69 ppm. Yields the product Cl.P(=O)(O)(O)CC1C(NCC1)C(=O)O (3-(phosphonomethyl)pyrrolidine-2-carboxylic acid hydrochloride). As a reaction SMILES: C(OC([N:6]1[CH2:10][CH2:9][C@@H:8]([CH2:11][P:12]([O:17]CC)([O:14]CC)=[O:13])[C@@H:7]1[C:20]([O:22]CC)=[O:21])=O)C.[ClH:25]>>[ClH:25].[P:12]([CH2:11][CH:8]1[CH2:9][CH2:10][NH:6][CH:7]1[C:20]([OH:22])=[O:21])([OH:14])([OH:17])=[O:13] |f:2.3|. Starting materials: C(C)OC(=O)N1[C@H]([C@@H](CC1)CP(=O)(OCC)OCC)C(=O)OCC (trans ethyl 1-ethoxycarbonyl-3-(diethylphosphonomethyl)pyrrolidine-2-carboxylate), Cl (hydrochloric acid). The reactants are N (ammonia), [Br-].C1(=CC=CC=C1)[S+](C1=CC=CC=C1)C1=CC=CC=C1 (Triphenylsulfonium bromide), C(OCC)([O-])[O-] (ethyl orthoformate), FC(C1=CC=C(C=C1)S(=O)(=O)O)(F)F (4-trifluoromethylbenzenesulfonic acid). The solvent is C(Cl)Cl (methylene chloride). Run at time 6 hour. Product: FC(C1=CC=C(C=C1)S(=O)(=O)[O-])(F)F.C1(=CC=CC=C1)[S+](C1=CC=CC=C1)C1=CC=CC=C1 (triphenylsulfonium 4-trifluoromethylbenzenesulfonate). Yield: 76.8%. As a reaction SMILES: [Br-].[C:2]1([S+:8]([C:15]2[CH:20]=[CH:19][CH:18]=[CH:17][CH:16]=2)[C:9]2[CH:14]=[CH:13][CH:12]=[CH:11][CH:10]=2)[CH:7]=[CH:6][CH:5]=[CH:4][CH:3]=1.C([O-])([O-])OCC.[F:27][C:28]([F:40])([F:39])[C:29]1[CH:34]=[CH:33][C:32]([S:35]([OH:38])(=[O:37])=[O:36])=[CH:31][CH:30]=1.N>C(Cl)Cl>[F:40][C:28]([F:27])([F:39])[C:29]1[CH:30]=[CH:31][C:32]([S:35]([O-:38])(=[O:36])=[O:37])=[CH:33][CH:34]=1.[C:15]1([S+:8]([C:2]2[CH:3]=[CH:4][CH:5]=[CH:6][CH:7]=2)[C:9]2[CH:14]=[CH:13][CH:12]=[CH:11][CH:10]=2)[CH:16]=[CH:17][CH:18]=[CH:19][CH:20]=1 |f:0.1,6.7|. Procedure: Triphenylsulfonium bromide (343 mg; 1 mmol), ethyl orthoformate (296 mg; 2 mmol), and 4-trifluoromethylbenzenesulfonic acid (271 mg; 1.2 mmol) were dissolved in methylene chloride (10 ml), and the mixture was stirred for 6 hours at room temperature. The reaction mixture was alkalinized by adding 1% aqueous ammonia (10 ml), and subjected to extraction with methylene chloride three times, followed by drying. The solvent was removed through distillation, to thereby yield solid matter. The solid mat...